This data is from the Open Reaction Database (ORD), a public repository of structured organic reaction records. The task is: describe an organic reaction: reactants, conditions, products, and yield Reactants: O=C([O-])O, CCOC(=O)N(C)CC1CNCCO1, CC#N, CCOC(=O)c1cc(F)c(F)c(F)c1F, [Na+]. Reaction SMILES: [C:30](=[O:31])([O-:32])[OH:33].[CH2:16]([CH3:17])[O:18][C:19](=[O:20])[N:21]([CH3:22])[CH2:23][CH:24]1[O:25][CH2:26][CH2:27][NH:28][CH2:29]1.[CH3:35][C:36]#[N:37].[F:1][c:2]1[c:3]([C:4](=[O:5])[O:6][CH2:7][CH3:8])[cH:9][c:10]([F:15])[c:11]([F:14])[c:12]1[F:13].[Na+:34]>>[F:1][c:2]1[c:3]([C:4](=[O:5])[O:6][CH2:7][CH3:8])[cH:9][c:10]([F:15])[c:11]([N:28]2[CH2:27][CH2:26][O:25][CH:24]([CH2:23][N:21]([C:19]([O:18][CH2:16][CH3:17])=[O:20])[CH3:22])[CH2:29]2)[c:12]1[F:13]. Yields the product CCOC(=O)c1cc(F)c(N2CCOC(CN(C)C(=O)OCC)C2)c(F)c1F.